This data is from the Open Reaction Database (ORD), a public repository of structured organic reaction records. The task is: describe an organic reaction: reactants, conditions, products, and yield The reactants are OCCNC(=O)C1=NC=CC=C1OC[C@@H]1N(CCC1)C(=O)OC(C)(C)C ((R)-tert-butyl 2-((2-(2-hydroxyethylcarbamoyl)pyridin-3-yloxy)methyl)pyrrolidine-1-carboxylate), Cl (hydrogen chloride). The solvent is CO (methanol). Reaction conditions: time 4 day. The product is Cl.Cl.OCCNC(C1=NC=CC=C1OC[C@@H]1NCCC1)=O ((R)—N-(2-hydroxyethyl)-3-(pyrolidin-2-ylmethoxy)picolinamide dihydrochloride). RXN SMILES: [OH:1][CH2:2][CH2:3][NH:4][C:5]([C:7]1[C:12]([O:13][CH2:14][C@H:15]2[CH2:19][CH2:18][CH2:17][N:16]2C(OC(C)(C)C)=O)=[CH:11][CH:10]=[CH:9][N:8]=1)=[O:6].[ClH:27]>CO>[ClH:27].[ClH:27].[OH:1][CH2:2][CH2:3][NH:4][C:5](=[O:6])[C:7]1[C:12]([O:13][CH2:14][C@H:15]2[CH2:19][CH2:18][CH2:17][NH:16]2)=[CH:11][CH:10]=[CH:9][N:8]=1 |f:3.4.5|. Procedure: (R)-tert-butyl 2-((2-(2-hydroxyethylcarbamoyl)pyridin-3-yloxy)methyl)pyrrolidine-1-carboxylate (330 mg, 0.90 mmol, EXAMPLE 33 Step 3) was dissolved in 10% hydrogen chloride in methanol (8 mL) at room temperature. After being stirred at room temperature for 4 days, the volatile was evaporated to afford 304 mg (quant.) of the title compound that was used directly in the next step without further purification. Starting materials: ClC1=NC=CC(=N1)C1=C(N=C2N1C=CC=C2)C=2C=CC(=C(C(=O)NC1=C(C=CC=C1F)F)C2)OC (5-[3-(2-chloro-4-pyrimidinyl)imidazo[1,2-a]pyridin-2-yl]-N-(2,6-difluorophenyl)-2-(methyloxy)benzamide), CN(C)CC1=NN=C(O1)C1=CC(=C(N)C=C1)OC (4-{5-[(dimethylamino)methyl]-1,3,4-oxadiazol-2-yl}-2-(methyloxy)aniline), Cl (HCl). Run in C(C(F)(F)F)O (trifluoroethanol). Reaction conditions: temperature 85 celsius. Yields the product FC1=C(C(=CC=C1)F)NC(C1=C(C=CC(=C1)C=1N=C2N(C=CC=C2)C1C1=NC(=NC=C1)NC1=C(C=C(C=C1)C=1OC(=NN1)CN(C)C)OC)OC)=O (N-(2,6-difluorophenyl)-5-[3-(2-{[4-{5-[(dimethylamino)methyl]-1,3,4-oxadiazol-2-yl}-2-(methyloxy)phenyl]amino}-4-pyrimidinyl)imidazo[1,2-a]pyridin-2-yl]-2-(methyloxy)benzamide). Isolated yield 48.0%. As a reaction SMILES: Cl[C:2]1[N:7]=[C:6]([C:8]2[N:12]3[CH:13]=[CH:14][CH:15]=[CH:16][C:11]3=[N:10][C:9]=2[C:17]2[CH:18]=[CH:19][C:20]([O:34][CH3:35])=[C:21]([CH:33]=2)[C:22]([NH:24][C:25]2[C:30]([F:31])=[CH:29][CH:28]=[CH:27][C:26]=2[F:32])=[O:23])[CH:5]=[CH:4][N:3]=1.[CH3:36][N:37]([CH2:39][C:40]1[O:44][C:43]([C:45]2[CH:51]=[CH:50][C:48]([NH2:49])=[C:47]([O:52][CH3:53])[CH:46]=2)=[N:42][N:41]=1)[CH3:38].Cl>C(O)C(F)(F)F>[F:32][C:26]1[CH:27]=[CH:28][CH:29]=[C:30]([F:31])[C:25]=1[NH:24][C:22](=[O:23])[C:21]1[CH:33]=[C:17]([C:9]2[N:10]=[C:11]3[CH:16]=[CH:15][CH:14]=[CH:13][N:12]3[C:8]=2[C:6]2[CH:5]=[CH:4][N:3]=[C:2]([NH:49][C:48]3[CH:50]=[CH:51][C:45]([C:43]4[O:44][C:40]([CH2:39][N:37]([CH3:36])[CH3:38])=[N:41][N:42]=4)=[CH:46][C:47]=3[O:52][CH3:53])[N:7]=2)[CH:18]=[CH:19][C:20]=1[O:34][CH3:35]. Procedure details: To 5-[3-(2-chloro-4-pyrimidinyl)imidazo[1,2-a]pyridin-2-yl]-N-(2,6-difluorophenyl)-2-(methyloxy)benzamide (Intermediate Example 2) (0.12 g, 0.25 mmol) and 4-{5-[(dimethylamino)methyl]-1,3,4-oxadiazol-2-yl}-2-(methyloxy)aniline (0.069 g, 0.28 mmol) in trifluoroethanol (5 mL) was added HCl (0.050 mL, 4 M in dioxane, 0.20 mmol). The reaction was heated at 85° C. for 48 hours. Purification by flash chromatography followed by trituration with diethyl ether provided the title compound (0.089 g, 0.12 m... Starting materials: CCOC(=O)CBr, O=C([O-])[O-], CCOC(=O)c1c[nH]c2ccc(=O)c(OCc3ccccc3)cc2c1=O, [K+], [K+], CN(C)C=O, O. Yields the product CCOC(=O)Cn1cc(C(=O)OCC)c(=O)c2cc(OCc3ccccc3)c(=O)ccc21. As a reaction SMILES: [Br:27][CH2:28][C:29](=[O:30])[O:31][CH2:32][CH3:33].[C:34](=[O:35])([O-:36])[O-:37].[CH2:1]([CH3:2])[O:3][C:4](=[O:5])[c:6]1[c:7](=[O:26])[c:8]2[c:9]([nH:10][cH:11]1)[cH:12][cH:13][c:14](=[O:25])[c:15]([O:17][CH2:18][c:19]1[cH:20][cH:21][cH:22][cH:23][cH:24]1)[cH:16]2.[K+:38].[K+:39].[O:40]=[CH:41][N:42]([CH3:43])[CH3:44].[OH2:45]>>[CH2:1]([CH3:2])[O:3][C:4](=[O:5])[c:6]1[c:7](=[O:26])[c:8]2[c:9]([n:10]([CH2:28][C:29](=[O:30])[O:31][CH2:32][CH3:33])[cH:11]1)[cH:12][cH:13][c:14](=[O:25])[c:15]([O:17][CH2:18][c:19]1[cH:20][cH:21][cH:22][cH:23][cH:24]1)[cH:16]2. The reactants are C1CCOC1, [Li]CCCC, CC(=O)Cl, COCCOC, [Cl-], N#C[Cu], Cc1cn(-c2ccc(F)cc2)nn1, [Li+], [Na+], [Na+], O=C([O-])[O-]. Product: CC(=O)c1c(C)nnn1-c1ccc(F)cc1. As a reaction SMILES: [CH2:40]1[O:41][CH2:42][CH2:43][CH2:44]1.[CH3:14][CH2:15][CH2:16][CH2:17][Li:18].[CH3:24][C:25]([Cl:26])=[O:27].[CH3:34][O:35][CH2:36][CH2:37][O:38][CH3:39].[Cl-:22].[Cu:19][C:20]#[N:21].[F:1][c:2]1[cH:3][cH:4][c:5](-[n:8]2[n:9][n:10][c:11]([CH3:13])[cH:12]2)[cH:6][cH:7]1.[Li+:23].[Na+:28].[Na+:29].[O-:30][C:31](=[O:32])[O-:33]>>[F:1][c:2]1[cH:3][cH:4][c:5](-[n:8]2[n:9][n:10][c:11]([CH3:13])[c:12]2[C:25]([CH3:24])=[O:27])[cH:6][cH:7]1. As a reaction SMILES: [CH2:43]([Cl:44])[Cl:45].[CH3:32][CH2:33][N:34]=[C:35]=[N:36][CH2:37][CH2:38][CH2:39][N:40]([CH3:41])[CH3:42].[CH:23]([N:24]([CH2:25][CH3:26])[CH:27]([CH3:28])[CH3:29])([CH3:30])[CH3:31].[NH2:1][CH2:2][CH:3]1[CH2:4][N:5]([c:9]2[cH:10][c:11]([F:16])[c:12]([I:15])[cH:13][cH:14]2)[C:6](=[O:8])[O:7]1.[OH:17][C:18](=[O:19])[CH:20]([F:21])[F:22]>>[NH:1]([CH2:2][CH:3]1[CH2:4][N:5]([c:9]2[cH:10][c:11]([F:16])[c:12]([I:15])[cH:13][cH:14]2)[C:6](=[O:8])[O:7]1)[C:18](=[O:17])[CH:20]([F:21])[F:22]. Product: O=C(NCC1CN(c2ccc(I)c(F)c2)C(=O)O1)C(F)F. Reactants: ClCCl, CCN=C=NCCCN(C)C, CCN(C(C)C)C(C)C, NCC1CN(c2ccc(I)c(F)c2)C(=O)O1, O=C(O)C(F)F. Starting materials: COC1=CC=2C[C@H]([C@H]3[C@@H]4CCC([C@@]4(C)CC[C@@H]3C2C=C1)=O)CCC ((7-alpha)-3-methoxy-7-propylestra-1,3,5(10)-trien-17-one), CNNC (dimethylhydrazine), C(=O)(O)[O-].[Na+] (NaHCO3), FC(C(=O)O)(F)F (trifluoroacetic acid). Run in C1(=CC=CC=C1)C (toluene). Product: CN(N=C1[C@]2(C)[C@@H](CC1)[C@@H]1[C@@H](CC=3C=C(C=CC3[C@H]1CC2)OC)CCC)C ((7-alpha)-3 -methoxy-7-propylestra-1,3,5(10)-trien-17-one dimethylhydrazone). Reaction SMILES: [CH3:1][O:2][C:3]1[CH:20]=[CH:19][C:18]2[C@@H:17]3[C@H:8]([C@H:9]4[C@@:13]([CH2:15][CH2:16]3)([CH3:14])[C:12](=O)[CH2:11][CH2:10]4)[C@H:7]([CH2:22][CH2:23][CH3:24])[CH2:6][C:5]=2[CH:4]=1.C[NH:26][NH:27][CH3:28].F[C:30](F)(F)C(O)=O.C([O-])(O)=O.[Na+]>C1(C)C=CC=CC=1>[CH3:30][N:27]([CH3:28])[N:26]=[C:12]1[CH2:11][CH2:10][C@H:9]2[C@H:8]3[C@H:17]([CH2:16][CH2:15][C@:13]12[CH3:14])[C:18]1[CH:19]=[CH:20][C:3]([O:2][CH3:1])=[CH:4][C:5]=1[CH2:6][C@H:7]3[CH2:22][CH2:23][CH3:24] |f:3.4|. Procedure: To a solution of 11.2 g. of 7a-propyl-3-O-methylestrone 5 in 60 ml of toluene were added 6 ml of dimethylhydrazine and 0.5 ml. of trifluoroacetic acid. The mixture was refluxed for 1.5 hr. After cooling to r.t. the reaction mixture was neutralized with 5% NaHCO3 and the organic layer was washed several times with water and dried over sodium sulfate. After concentration and chromatography 11.4 g of the hydrazone 6 remained as an oil; Rf 030 (hept/ethylac. 7/3). Reported procedure: To a solution of the alphabromoketone from EXAMPLE 1, step 4 (1.0 eq) in DMF (0.1M) was added 2-aminothiazole (1.6 eq). The mixture was heated at 120° C. for 1 h, cooled, diluted with water, saturated NaHCO3 solution and EtOAc. The organic extracts were washed with brine, dried over Na2SO4, filtered and concentrated. The residue was purified by flash chromatography (Toluene:EtOAc, 1:3) to afforded the title compound. The solvent is O (water), C(=O)(O)[O-].[Na+] (NaHCO3), CCOC(=O)C (EtOAc), CN(C)C=O (DMF). Reactants: BrC(C(=O)C1=CC=C(C=C1)S(=O)(=O)C)C1=CC(=CC=C1)C=1C=C(C=C2C=CC=NC12)C(C)(S(=O)(=O)C)C (2-bromo-2-(3-{6-[1-methyl-1-(methylsulfonyl)ethyl]quinolin-8-yl}phenyl)-1-[4-(methylsulfonyl)phenyl]ethanone), NC=1SC=CN1 (2-aminothiazole). Run at temperature 120 celsius. RXN SMILES: Br[CH:2]([C:15]1[CH:20]=[CH:19][CH:18]=[C:17]([C:21]2[CH:22]=[C:23]([C:31]([CH3:37])([S:33]([CH3:36])(=[O:35])=[O:34])[CH3:32])[CH:24]=[C:25]3[C:30]=2[N:29]=[CH:28][CH:27]=[CH:26]3)[CH:16]=1)[C:3]([C:5]1[CH:10]=[CH:9][C:8]([S:11]([CH3:14])(=[O:13])=[O:12])=[CH:7][CH:6]=1)=O.[NH2:38][C:39]1[S:40][CH:41]=[CH:42][N:43]=1>CN(C=O)C.O.C([O-])(O)=O.[Na+].CCOC(C)=O>[CH3:37][C:31]([C:23]1[CH:24]=[C:25]2[C:30](=[C:21]([C:17]3[CH:18]=[CH:19][CH:20]=[C:15]([C:2]4[N:43]5[C:39]([S:40][CH:41]=[CH:42]5)=[N:38][C:3]=4[C:5]4[CH:10]=[CH:9][C:8]([S:11]([CH3:14])(=[O:12])=[O:13])=[CH:7][CH:6]=4)[CH:16]=3)[CH:22]=1)[N:29]=[CH:28][CH:27]=[CH:26]2)([S:33]([CH3:36])(=[O:35])=[O:34])[CH3:32] |f:4.5|. The product is CC(C)(S(=O)(=O)C)C=1C=C2C=CC=NC2=C(C1)C1=CC(=CC=C1)C1=C(N=C2SC=CN21)C2=CC=C(C=C2)S(=O)(=O)C (6-[1-methyl-1-(methylsulfonyl)ethyl]-8-(3-{6-[4-(methylsulfonyl)phenyl]imidazo[2,1-b][1,3]thiazol-5-yl}phenyl)quinoline). The reactants are ONC(\C=C\C1=CC=C(C=C1)CNCCC1=C(NC2=CC=CC=C12)C)=O (N-hydroxy-3-[4-[[[2-(2-methyl-1H-indol-3-yl)ethyl]amino]methyl]phenyl]-2E-2-propenamide), C([C@H](O)C)(=O)O (D-(−)-lactic acid). Yields the product C([C@H](O)C)(=O)O.ONC(\C=C\C1=CC=C(C=C1)CNCCC1=C(NC2=CC=CC=C12)C)=O (N-hydroxy-3-[4-[[[2-(2-methyl-1H-indol-3-yl)ethyl]amino]methyl]phenyl]-2E-2-propenamide D-(−)-lactate salt). Reaction SMILES: [OH:1][NH:2][C:3](=[O:26])/[CH:4]=[CH:5]/[C:6]1[CH:11]=[CH:10][C:9]([CH2:12][NH:13][CH2:14][CH2:15][C:16]2[C:24]3[C:19](=[CH:20][CH:21]=[CH:22][CH:23]=3)[NH:18][C:17]=2[CH3:25])=[CH:8][CH:7]=1.[C:27]([OH:32])(=[O:31])[C@@H:28]([CH3:30])[OH:29]>>[C:27]([OH:32])(=[O:31])[C@@H:28]([CH3:30])[OH:29].[OH:1][NH:2][C:3](=[O:26])/[CH:4]=[CH:5]/[C:6]1[CH:11]=[CH:10][C:9]([CH2:12][NH:13][CH2:14][CH2:15][C:16]2[C:24]3[C:19](=[CH:20][CH:21]=[CH:22][CH:23]=3)[NH:18][C:17]=2[CH3:25])=[CH:8][CH:7]=1 |f:2.3|. Procedure: N-hydroxy-3-[4-[[[2-(2-methyl-1H-indol-3-yl)ethyl]amino]methyl]phenyl]-2E-2-propenamide free base (20.0 g) was treated with D-(−)-lactic acid (6.8 g) according to the procedure described in Example 19 to obtain crystalline N-hydroxy-3-[4-[[[2-(2-methyl-1H-indol-3-yl)ethyl]amino]methyl]phenyl]-2E-2-propenamide D-(−)-lactate salt, anhydrate form. Melting point and decomposition take place together at 184.1° C. The XRPD pattern is as shown in FIG. 13E (2θ=9.9, 11.4, 13.8, 18.1, 18.5, 19.7, 20.2, 21... The reactants are B(C1=C(F)C(F)=C(F)C(F)=C1F)(C1=C(F)C(F)=C(F)C(F)=C1F)C1=C(F)C(F)=C(F)C(F)=C1F (B(C6F5)3), O (water), O (water), Isopar®E, C1CCCCC1 (cyclohexane). The product is B(C1=C(F)C(F)=C(F)C(F)=C1F)(C1=C(F)C(F)=C(F)C(F)=C1F)C1=C(F)C(F)=C(F)C(F)=C1F.O.O.O (B(C6F5)3.3H2O). Reaction SMILES: [B:1]([C:24]1[C:33]([F:34])=[C:31]([F:32])[C:29]([F:30])=[C:27]([F:28])[C:25]=1[F:26])([C:13]1[C:22]([F:23])=[C:20]([F:21])[C:18]([F:19])=[C:16]([F:17])[C:14]=1[F:15])[C:2]1[C:11]([F:12])=[C:9]([F:10])[C:7]([F:8])=[C:5]([F:6])[C:3]=1[F:4].C1CCCCC1.[OH2:41]>>[B:1]([C:13]1[C:22]([F:23])=[C:20]([F:21])[C:18]([F:19])=[C:16]([F:17])[C:14]=1[F:15])([C:24]1[C:33]([F:34])=[C:31]([F:32])[C:29]([F:30])=[C:27]([F:28])[C:25]=1[F:26])[C:2]1[C:3]([F:4])=[C:5]([F:6])[C:7]([F:8])=[C:9]([F:10])[C:11]=1[F:12].[OH2:41].[OH2:41].[OH2:41] |f:3.4.5.6|. Procedure details: The synthesis of reported here is based on a prior publication (see U.S. Pat. No. 5,296,433, 1994). A 3.15 wt % solution of B(C6F5)3 in Isopar®E (50 ml, 2.22 mmol) was placed in a 200 ml Kjeldahl flask equipped with a magnetic stir bar. Approximately 50 ml of cyclohexane was added to this solution followed by 3 equiv of deoxygenated, demineralized water (0.120 ml, 6.67 mmol), which resulted in precipitation of a white, microcrystalline solid. The slurry was stirred for 30 m, the solvent was deca...